From a dataset of the Open Reaction Database (ORD), a public repository of structured organic reaction records. describe an organic reaction: reactants, conditions, products, and yield Starting materials: ClC1=CC(=C(C=C1)NC(=O)C1=C(SC(=C1)C)Br)O (N-(4-chloro-2-hydroxyphenyl)-2-bromo-5-methyl-3-thiophenecarboxamide), C([O-])([O-])=O.[K+].[K+] (potassium carbonate). The product is ClC1=CC2=C(NC(C3=C(O2)SC(=C3)C)=O)C=C1 (8-chloro-2-methylthieno[2,3-b][1,5]benzoxazepin-4(5H)-one). As a reaction SMILES: [Cl:1][C:2]1[CH:7]=[CH:6][C:5]([NH:8][C:9]([C:11]2[CH:15]=[C:14]([CH3:16])[S:13][C:12]=2Br)=[O:10])=[C:4]([OH:18])[CH:3]=1.C(=O)([O-])[O-].[K+].[K+]>>[Cl:1][C:2]1[CH:7]=[CH:6][C:5]2[NH:8][C:9](=[O:10])[C:11]3[CH:15]=[C:14]([CH3:16])[S:13][C:12]=3[O:18][C:4]=2[CH:3]=1 |f:1.2.3|. Reported procedure: Similar reaction is carried out using N-(4-chloro-2-hydroxyphenyl)-2-bromo-5-methyl-3-thiophenecarboxamide and potassium carbonate to give 8-chloro-2-methylthieno[2,3-b][1,5]benzoxazepin-4(5H)-one. Reactants: acid chloride, Cl (hydrochloric acid), C=1(C(=CC=CC1)Cl)C (o-toluyl chloride), NC(CC(=O)O)C(=O)O (DL-aspartic acid), C=1(C(=CC=CC1)Cl)C (o-toluyl chloride). The solvent is [OH-].[Na+] (sodium hydroxide), [OH-].[Na+] (sodium hydroxide), [OH-].[Na+] (sodium hydroxide), C1CCOC1 (THF). Run at time 30 minute. Product: C1(=C(C=CC=C1)N[C@@H](CC(=O)O)C(=O)O)C (N-(ortho-toluyl)aspartic acid). Yield: 74.0%. As a reaction SMILES: [NH2:1][CH:2]([C:7]([OH:9])=[O:8])[CH2:3][C:4]([OH:6])=[O:5].[C:10]1([CH3:17])[C:11](Cl)=[CH:12][CH:13]=[CH:14][CH:15]=1.Cl>[OH-].[Na+].C1COCC1>[C:10]1([CH3:17])[CH:11]=[CH:12][CH:13]=[CH:14][C:15]=1[NH:1][C@H:2]([C:7]([OH:9])=[O:8])[CH2:3][C:4]([OH:6])=[O:5] |f:3.4|. Reported procedure: 20 g of DL-aspartic acid (Aldrich) are dissolved in 210 ml of a 2.5N aqueous sodium hydroxide solution (120 ml)/THF (90 ml) mixture in a 500 ml, three-necked, round-bottomed flask equipped with a pHmeter and two dropping funnels containing, on the one hand, a 2.5N aqueous sodium hydroxide solution and, on the other hand, o-toluyl chloride. The o-toluyl chloride is added drop-wise while maintaining the pH above 9 by simultaneous addition of the 2.5N sodium hydroxide solution. The reaction mixture... Starting materials: C(CCCCCCCC=C)(=O)OC (methyl 9-decenoate), CC(C=C)(C)C (3,3-dimethyl-1-butene), 10. The solvent is C1(=CC=CC=C1)C (toluene). Reaction conditions: temperature 40 celsius. The product is C(C=CCCCCCCC)(=O)OC.C=CC(C)(C)C (Methyl Decenoate Neohexene). Reaction SMILES: [C:1]([O:12][CH3:13])(=[O:11])[CH2:2][CH2:3][CH2:4][CH2:5][CH2:6][CH2:7][CH2:8][CH:9]=[CH2:10].[CH3:14][C:15]([CH3:19])([CH3:18])[CH:16]=[CH2:17]>C1(C)C=CC=CC=1>[C:1]([O:12][CH3:13])(=[O:11])[CH:2]=[CH:3][CH2:4][CH2:5][CH2:6][CH2:7][CH2:8][CH2:9][CH3:10].[CH2:17]=[CH:16][C:15]([CH3:19])([CH3:18])[CH3:14] |f:3.4|. Procedure: 10 g of methyl 9-decenoate (54 mmol) purified on alumina, 18.1 g of 3,3-dimethyl-1-butene (neohexene, 215 mmol, 4 equivalents) and 100 g of toluene are placed in a 250 ml 10 glass reactor purged with nitrogen. The mixture is heated at 40° C., followed by addition, over a period of 2 hours, of 3.4 mg of catalyst M73-SiPr supplied by the company Umicore (75 ppm mol) dissolved in 5 ml of toluene. At the end of the addition, the degree of conversion of the methyl decenoate, measured by CPG, is 86%. ... The reactants are ice water, C(O)([O-])=O.[Na+] (sodium hydrogen carbonate), COC=1C=CC2=C(CCN(C(N2)=O)C2CCN(CC2)C2=CC(=NC=N2)C(=O)O)C1 (6-[4-(7-methoxy-2-oxo-1,2,4,5-tetrahydro-1,3-benzodiazepin-3-yl)-piperidin-1-yl]-pyrimidine-4-carboxylic acid), Cl.C1NCC2C1CCC2 (octahydrocyclopenta[c]pyrrole hydrochloride), TEA, CN(C)C(=[N+](C)C)ON1C2=C(C=CC=C2)N=N1.[B-](F)(F)(F)F (TBTU). Run in CN(C)C=O (DMF). Product: C1N(CC2C1CCC2)C(=O)C2=CC(=NC=N2)N2CCC(CC2)N2C(NC1=C(CC2)C=C(C=C1)OC)=O (3-{1-[6-(hexahydro-cyclopenta[c]pyrrol-2-carbonyl)-pyrimidin-4-yl]-piperidin-4-yl}-7-methoxy-1,3,4,5-tetrahydro-1,3-benzodiazepin-2-one). RXN SMILES: [CH3:1][O:2][C:3]1[CH:4]=[CH:5][C:6]2[NH:12][C:11](=[O:13])[N:10]([CH:14]3[CH2:19][CH2:18][N:17]([C:20]4[N:25]=[CH:24][N:23]=[C:22]([C:26](O)=[O:27])[CH:21]=4)[CH2:16][CH2:15]3)[CH2:9][CH2:8][C:7]=2[CH:29]=1.Cl.[CH2:31]1[CH:35]2[CH2:36][CH2:37][CH2:38][CH:34]2[CH2:33][NH:32]1.CN(C(ON1N=NC2C=CC=CC1=2)=[N+](C)C)C.[B-](F)(F)(F)F.C(=O)([O-])O.[Na+]>CN(C=O)C>[CH2:31]1[CH:35]2[CH2:36][CH2:37][CH2:38][CH:34]2[CH2:33][N:32]1[C:26]([C:22]1[N:23]=[CH:24][N:25]=[C:20]([N:17]2[CH2:18][CH2:19][CH:14]([N:10]3[CH2:9][CH2:8][C:7]4[CH:29]=[C:3]([O:2][CH3:1])[CH:4]=[CH:5][C:6]=4[NH:12][C:11]3=[O:13])[CH2:15][CH2:16]2)[CH:21]=1)=[O:27] |f:1.2,3.4,5.6|. Procedure: 80 mg (0.20 mmol) 6-[4-(7-methoxy-2-oxo-1,2,4,5-tetrahydro-1,3-benzodiazepin-3-yl)-piperidin-1-yl]-pyrimidine-4-carboxylic acid, 40 mg (0.27 mmol) octahydrocyclopenta[c]pyrrole hydrochloride, 0.080 mL (0.57 mmol) TEA and 80 mg (0.25 mmol) TBTU were stirred in 0.9 mL DMF overnight at RT. The reaction mixture was combined with saturated sodium hydrogen carbonate solution and ice water, and the precipitated solid was suction filtered and dried. Reactants: C(C)C(C)(O)C=1C(=C2C(=NC=NN2C1CN1CCOCC1)N)Br (ethyl 1-[4-amino-5-bromo-7-(morpholin-4-ylmethyl)pyrrolo[2,1-f][1,2,4]triazin-6-yl]ethanol), CC(=O)OI1(C=2C=CC=CC2C(=O)O1)(OC(=O)C)OC(=O)C (Dess-Martin periodinane). The solvent is C1CCOC1 (THF). Reaction conditions: time 1 hour. Yields the product NC1=NC=NN2C1=C(C(=C2CN2CCOCC2)C(C)=O)Br (1-[4-amino-5-bromo-7-(morpholin-4-ylmethyl)-pyrrolo[2,1-f][1,2,4]triazin-6-yl]ethanone). Isolated yield 82.2%. RXN SMILES: [CH2:1]([C:3]([C:6]1[C:7]([Br:23])=[C:8]2[N:13]([C:14]=1[CH2:15][N:16]1[CH2:21][CH2:20][O:19][CH2:18][CH2:17]1)[N:12]=[CH:11][N:10]=[C:9]2[NH2:22])([OH:5])C)C.CC(OI1(OC(C)=O)(OC(C)=O)OC(=O)C2C=CC=CC1=2)=O>C1COCC1>[NH2:22][C:9]1[C:8]2=[C:7]([Br:23])[C:6]([C:3](=[O:5])[CH3:1])=[C:14]([CH2:15][N:16]3[CH2:17][CH2:18][O:19][CH2:20][CH2:21]3)[N:13]2[N:12]=[CH:11][N:10]=1. Procedure details: To a solution of THF (100 mL) was added ethyl 1-[4-amino-5-bromo-7-(morpholin-4-ylmethyl)pyrrolo[2,1-f][1,2,4]triazin-6-yl]ethanol (419 mg, 1.18 mmol) followed by Dess-Martin periodinane (748 mg, 1.76 mmol). The solution was stirred at rt for 1 h and then quenched by addition of aqueous saturated sodium thiosulfate and NaHCO3 (100 mL) followed by EtOAc (100 mL) to the reaction. The solution was stirred for 30 min at rt and then transferred to a separatory funnel. The organic layer was isolated w...